From a dataset of the Open Reaction Database (ORD), a public repository of structured organic reaction records. describe an organic reaction: reactants, conditions, products, and yield Reactants: C(C)OC(=N)C=1C(=CC=CC1)C (o-toluimidic acid ethyl ester), CN(N)C(C1=CC=CC=C1)=O (1-methyl-1-benzoylhydrazine), raw material. The reagents and catalysts are o-toluimidic acid ester hydrochloride. Solvent: C(C)OCC (diethyl ether). Run at time 5 hour. Product: CN1N=C(N=C1C1=CC=CC=C1)C1=C(C=CC=C1)C (1-Methyl-3-(o-tolyl)-5-phenyl-1,2,4-triazole). Isolated yield 32.0%. Reaction SMILES: C(O[C:4]([C:6]1[C:7]([CH3:12])=[CH:8][CH:9]=[CH:10][CH:11]=1)=[NH:5])C.[CH3:13][N:14]([C:16](=O)[C:17]1[CH:22]=[CH:21][CH:20]=[CH:19][CH:18]=1)[NH2:15]>C(OCC)C>[CH3:13][N:14]1[C:16]([C:17]2[CH:22]=[CH:21][CH:20]=[CH:19][CH:18]=2)=[N:5][C:4]([C:6]2[CH:11]=[CH:10][CH:9]=[CH:8][C:7]=2[CH3:12])=[N:15]1. Procedure details: A mixture of 1.14 g. of o-toluimidic acid ethyl ester, 1.14 g. of 1-methyl-1-benzoylhydrazine and 0.1 g. of o-toluimidic acid ester hydrochloride, as a catalyst, is heated at about 100° C. for three hours under reduced pressure (about 200 mm Hg) and then at about 120° C. for five hours. The raw material is taken up with diethyl ether and the organic solution is washed with aqueous sodium bicarbonate and then dried over Na2SO4. After evaporation of the solvent, the product is distilled at 170° C.... Reactants: O=C(O)C(CCO)Cc1ccccc1, O=N[O-], [Na+], O=S(=O)(O)O. Product: NC(CCO)Cc1ccccc1. RXN SMILES: [CH2:1]([c:2]1[cH:3][cH:4][cH:5][cH:6][cH:7]1)[CH:8]([C:9]([OH:10])=[O:11])[CH2:12][CH2:13][OH:14].[N:15]([O-:16])=[O:17].[Na+:18].[S:19](=[O:20])(=[O:21])([OH:22])[OH:23]>>[CH2:1]([c:2]1[cH:3][cH:4][cH:5][cH:6][cH:7]1)[CH:8]([CH2:12][CH2:13][OH:14])[NH2:15]. Reactants: C(C1=CC=CC=C1)N1C=NC=2N(C(NC(C12)=O)=O)COCC[Si](C)(C)C (7-benzyl-3-((2-(trimethylsilyl)ethoxy)methyl)-1H-purine-2,6(3H,7H)-dione), C1CC(=O)N(C1=O)Cl (NCS). Run in C(C)(=O)OCC (ethyl acetate), O (water), CN(C)C=O (DMF). Reaction conditions: time 8 hour. Product: C(C1=CC=CC=C1)N1C(=NC=2N(C(NC(C12)=O)=O)COCC[Si](C)(C)C)Cl (7-benzyl-8-chloro-3-((2-(trimethylsilyl)ethoxy)methyl)-1H-purine-2,6(3H,7H)-dione). Isolated yield 77.7%. Reaction SMILES: [CH2:1]([N:8]1[C:16]2[C:15](=[O:17])[NH:14][C:13](=[O:18])[N:12]([CH2:19][O:20][CH2:21][CH2:22][Si:23]([CH3:26])([CH3:25])[CH3:24])[C:11]=2[N:10]=[CH:9]1)[C:2]1[CH:7]=[CH:6][CH:5]=[CH:4][CH:3]=1.C1C(=O)N([Cl:34])C(=O)C1>CN(C=O)C.C(OCC)(=O)C.O>[CH2:1]([N:8]1[C:16]2[C:15](=[O:17])[NH:14][C:13](=[O:18])[N:12]([CH2:19][O:20][CH2:21][CH2:22][Si:23]([CH3:26])([CH3:25])[CH3:24])[C:11]=2[N:10]=[C:9]1[Cl:34])[C:2]1[CH:7]=[CH:6][CH:5]=[CH:4][CH:3]=1. Procedure details: To a solution of 7-benzyl-3-((2-(trimethylsilyl)ethoxy)methyl)-1H-purine-2,6(3H,7H)-dione (6.0 g, 16.13 mmol) in DMF (50 mL) was added NCS (3.23 g, 24.19 mmol) and the resulting mixture was stirred at room temperature for 8 h. The mixture was diluted with ethyl acetate and water, and the phases were separated. The organic phase was washed with brine, dried over sodium sulfate, filtered and concentrated to give 7-benzyl-8-chloro-3-((2-(trimethylsilyl)ethoxy)methyl)-1H-purine-2,6(3H,7H)-dione (5.1... The solvent is C(C)O (ethanol). Yield: 63.1%. Reactants: C(C)(=O)/C(/C(=O)OCC)=C\C (ethyl α-acetylcrotonate), NC1=NNC=N1 (3-amino-1,2,4-triazole). Yields the product C(C)OC(=O)C1=C(NC=2N(C1C)N=CN2)C (6-ethoxycarbonyl-5,7-dimethyl-4,7-dihydro-1,2,4-triazolo[1,5-a]pyrimidine). As a reaction SMILES: [C:1](/[C:4](=[CH:10]\[CH3:11])/[C:5]([O:7][CH2:8][CH3:9])=[O:6])(=O)[CH3:2].[NH2:12][C:13]1[N:17]=[CH:16][NH:15][N:14]=1>C(O)C>[CH2:8]([O:7][C:5]([C:4]1[CH:1]([CH3:2])[N:14]2[N:15]=[CH:16][N:17]=[C:13]2[NH:12][C:10]=1[CH3:11])=[O:6])[CH3:9]. Reported procedure: To 50 ml of ethanol are added 7.8 g of ethyl α-acetylcrotonate and 4.2 g of 3-amino-1,2,4-triazole, stirred at 50° C. for an hour and then heated under reflux for an hour. The ethanol is evaporated under reduced pressure, and the obtained crystals are recrystallized from ethanol to give 7 g of 6-ethoxycarbonyl-5,7-dimethyl-4,7-dihydro-1,2,4-triazolo[1,5-a]pyrimidine, melting at 155°-157° C. Reaction conditions: temperature 50 celsius. The reactants are C(\C=C\C(=O)O)(=O)O (fumaric acid), Cl.FC1=CC2=C(C(=NO2)C2CCNCC2)C=C1 (6-fluoro-3-(4-piperidinyl)-1,2-benzisoxazole hydrochloride), C(=O)([O-])[O-].[K+].[K+] (K2CO3), BrCCCOC=1C=C(C=CC1OC)NC(C)=O (N-[3-(3-bromopropoxy)4 -methoxyphenyl]acetamide). The solvent is C(C)O (ethanol), CN(C=O)C (dimethylformamide), C(C)#N (acetonitrile), C(C)O (ethanol). Conditions: temperature 100 celsius. The product is C(\C=C\C(=O)O)(=O)O.FC1=CC2=C(C(=NO2)C2CCN(CC2)CCCOCOC=2C=C(C=CC2)NC(C)=O)C=C1.FC1=CC2=C(C(=NO2)C2CCN(CC2)CCCOCOC=2C=C(C=CC2)NC(C)=O)C=C1 (N-[3-[3-[4-(6-fluoro-1,2 benzisoxazol-3-yl)-1-piperidinyl]propoxy]methoxy-phenyl]acetamide hemifumarate). Reaction SMILES: Cl.[F:2][C:3]1[CH:17]=[CH:16][C:6]2[C:7]([CH:10]3[CH2:15][CH2:14][NH:13][CH2:12][CH2:11]3)=[N:8][O:9][C:5]=2[CH:4]=1.C([O-])([O-])=O.[K+].[K+].BrCC[CH2:27][O:28][C:29]1[CH:30]=[C:31]([NH:37][C:38](=[O:40])[CH3:39])[CH:32]=[CH:33][C:34]=1OC.[C:41]([OH:48])(=[O:47])/[CH:42]=[CH:43]/[C:44]([OH:46])=[O:45]>CN(C)C=O.C(#N)C.C(O)C>[C:41]([OH:48])(=[O:47])/[CH:42]=[CH:43]/[C:44]([OH:46])=[O:45].[F:2][C:3]1[CH:17]=[CH:16][C:6]2[C:7]([CH:10]3[CH2:11][CH2:12][N:13]([CH2:42][CH2:43][CH2:44][O:45][CH2:27][O:28][C:29]4[CH:30]=[C:31]([NH:37][C:38](=[O:40])[CH3:39])[CH:32]=[CH:33][CH:34]=4)[CH2:14][CH2:15]3)=[N:8][O:9][C:5]=2[CH:4]=1.[F:2][C:3]1[CH:17]=[CH:16][C:6]2[C:7]([CH:10]3[CH2:11][CH2:12][N:13]([CH2:42][CH2:43][CH2:44][O:45][CH2:27][O:28][C:29]4[CH:30]=[C:31]([NH:37][C:38](=[O:40])[CH3:39])[CH:32]=[CH:33][CH:34]=4)[CH2:14][CH2:15]3)=[N:8][O:9][C:5]=2[CH:4]=1 |f:0.1,2.3.4,10.11.12|. Reported procedure: A mixture of 6-fluoro-3-(4-piperidinyl)-1,2-benzisoxazole hydrochloride (3.94 g, 15.4 mmol), K2CO3 (3.67 g, 26.6 mmole), N-[3-(3-bromopropoxy)4 -methoxyphenyl]acetamide (5.56 g, 18.6 mmol) in dimethylformamide (75 ml) and acetonitrile (100 ml) was heated at 100° C. for 3 hours. At the end of the reaction, the solvent was concentrated and the mixture was extracted into dichloromethane (500 ml). The organic solution was washed with water (500 ml) and brine (400 ml), dried, then concentrated to a c...